Dataset: the Open Reaction Database (ORD), a public repository of structured organic reaction records. Task: describe an organic reaction: reactants, conditions, products, and yield Starting materials: [H][H] (hydrogen), [H][H] (hydrogen), [N+](=O)([O-])C1=C(C(=O)O)C=CC(=C1)C(F)(F)F (2-nitro-4-trifluoromethylbenzoic acid), [H][H] (hydrogen). Reagents/catalysts: [Pd] (Pd/C). Solvent: CCO (EtOH). Reaction conditions: time 2 hour. The product is NC1=C(C(=O)O)C=CC(=C1)C(F)(F)F (2-Amino-4-trifluoromethylbenzoic acid). Yield: 98.9%. Reaction SMILES: [N+:1]([C:4]1[CH:12]=[C:11]([C:13]([F:16])([F:15])[F:14])[CH:10]=[CH:9][C:5]=1[C:6]([OH:8])=[O:7])([O-])=O.[H][H]>CCO.[Pd]>[NH2:1][C:4]1[CH:12]=[C:11]([C:13]([F:14])([F:15])[F:16])[CH:10]=[CH:9][C:5]=1[C:6]([OH:8])=[O:7]. Procedure details: 250 g of 2-nitro-4-trifluoromethylbenzoic acid (1.06 mol) were dissolved in 1 l of EtOH and 7.5 g of Pd/C (5%) were added. The mixture was hydrogenated under 1-2.5 bar of hydrogen pressure. During the hydrogen uptake, the temperature rose temporarily from 10° C. to 104° C. After 2 h, the hydrogen uptake was complete. Subsequently, the catalyst was filtered off and the solvent was removed under reduced pressure to obtain 215 g (99%) of a pale yellow solid, mp 174-176° C. The reactants are N(=NC(=O)N1CCCCC1)C(=O)N1CCCCC1 (1,1′-(azodicarbonyl)dipiperidine), ClC1=CC(=C(NC2=NC=NC3=CC(=C(C=C23)OC)O)C=C1)F (4-(4-chloro-2-fluoroanilino)-7-hydroxy-6-methoxyquinazoline), OCC1=CC(=NC=C1)N(C)C (4-hydroxymethyl-2-(dimethylamino)pyridine), C(CCC)P(CCCC)CCCC (tributylphosphine). Run in C(Cl)Cl (methylene chloride). The product is Cl.ClC1=CC(=C(NC2=NC=NC3=CC(=C(C=C23)OC)OCC2=CC(=NC=C2)N(C)C)C=C1)F (4-(4-chloro-2-fluoroanilino)-7-(2-(dimethylamino)pyrid-4-yl)methoxy-6-methoxyquinazoline hydrochloride). The yield is 62.2%. RXN SMILES: N(C(N1CCCCC1)=O)=NC(N1CCCCC1)=O.[Cl:19][C:20]1[CH:39]=[CH:38][C:23]([NH:24][C:25]2[C:34]3[C:29](=[CH:30][C:31]([OH:37])=[C:32]([O:35][CH3:36])[CH:33]=3)[N:28]=[CH:27][N:26]=2)=[C:22]([F:40])[CH:21]=1.O[CH2:42][C:43]1[CH:48]=[CH:47][N:46]=[C:45]([N:49]([CH3:51])[CH3:50])[CH:44]=1.C(P(CCCC)CCCC)CCC>C(Cl)Cl>[ClH:19].[Cl:19][C:20]1[CH:39]=[CH:38][C:23]([NH:24][C:25]2[C:34]3[C:29](=[CH:30][C:31]([O:37][CH2:42][C:43]4[CH:48]=[CH:47][N:46]=[C:45]([N:49]([CH3:51])[CH3:50])[CH:44]=4)=[C:32]([O:35][CH3:36])[CH:33]=3)[N:28]=[CH:27][N:26]=2)=[C:22]([F:40])[CH:21]=1 |f:5.6|. Procedure: 1,1′-(azodicarbonyl)dipiperidine (1.68 g, 6 mmol) was added in portions to a mixture of 4-(4-chloro-2-fluoroanilino)-7-hydroxy-6-methoxyquinazoline (640 mg, 2 mmol), 4-hydroxymethyl-2-(dimethylamino)pyridine (426 mg, 2.8 mmol) and tributylphosphine (1.6 ml, 6 mmol) in methylene chloride (50 ml) at 0° C. The mixture was allowed to warm to ambient temperature over 2 hours, the insolubles were removed by filtration and the filtrate was washed with water and brine, dried (Na2SO4) and the solvent rem... Reactants: C(C)(C)(C)OC(NCC1=CC(=C(C(=C1)C=C)NS(=O)(=O)C)C)=O ((4-Methanesulfonylamino-3-methyl-5-vinylbenzyl)carbamic acid tert-butyl ester). Reagents/catalysts: C(=O)(C(F)(F)F)O (CF3COOH). Run in C(Cl)Cl (CH2Cl2). Run at time 12 hour. Yields the product NCC1=CC(=C(C(=C1)C=C)NS(=O)(=O)C)C (N-(4-Aminomethyl-2-methyl-6-vinyl-phenyl)-methanesulfonamide). Yield: 464.2%. As a reaction SMILES: C(OC(=O)[NH:7][CH2:8][C:9]1[CH:14]=[C:13]([CH:15]=[CH2:16])[C:12]([NH:17][S:18]([CH3:21])(=[O:20])=[O:19])=[C:11]([CH3:22])[CH:10]=1)(C)(C)C>C(Cl)Cl.C(O)(C(F)(F)F)=O>[NH2:7][CH2:8][C:9]1[CH:14]=[C:13]([CH:15]=[CH2:16])[C:12]([NH:17][S:18]([CH3:21])(=[O:20])=[O:19])=[C:11]([CH3:22])[CH:10]=1. Reported procedure: (4-Methanesulfonylamino-3-methyl-5-vinylbenzyl)carbamic acid tert-butyl ester (85.9 mg, 0.09 mmol) was dissolved in CH2Cl2. 5˜6 drops of CF3COOH were added. The reaction mixture was stirred for 12 hr. The reaction mixture was concentrated to yield brownish syrup (100.4 mg). Starting materials: CC(C)C[AlH]CC(C)C (DIBAL-H), FC1=C(C=CC(=C1)F)CCN1CCC(CC1)S(=O)(=O)C1=CC=C(C=C1)C(=O)OC (1-(2-(2,4-Difluorophenyl)ethyl]-4-(4-methoxycarbonylphenylsulphonyl)piperidine), Na2SO4.10H2O. Solvent: C(Cl)Cl (CH2Cl2). Run at temperature -78 celsius, time 8 hour. The product is FC1=C(C=CC(=C1)F)CCN1CCC(CC1)S(=O)(=O)C1=CC=C(C=C1)CO (1-[2-(2,4-Difluorophenyl)ethyl]-4-(4-hydroxymethylphenylsulphonyl)piperidine). RXN SMILES: [F:1][C:2]1[CH:7]=[C:6]([F:8])[CH:5]=[CH:4][C:3]=1[CH2:9][CH2:10][N:11]1[CH2:16][CH2:15][CH:14]([S:17]([C:20]2[CH:25]=[CH:24][C:23]([C:26](OC)=[O:27])=[CH:22][CH:21]=2)(=[O:19])=[O:18])[CH2:13][CH2:12]1.CC(C[AlH]CC(C)C)C>C(Cl)Cl>[F:1][C:2]1[CH:7]=[C:6]([F:8])[CH:5]=[CH:4][C:3]=1[CH2:9][CH2:10][N:11]1[CH2:16][CH2:15][CH:14]([S:17]([C:20]2[CH:21]=[CH:22][C:23]([CH2:26][OH:27])=[CH:24][CH:25]=2)(=[O:18])=[O:19])[CH2:13][CH2:12]1. Procedure details: 1-(2-(2,4-Difluorophenyl)ethyl]-4-(4-methoxycarbonylphenylsulphonyl)piperidine (0.6 g, 1.42 mmol) was dissolved in anhydrous CH2Cl2 (15 ml) and stirred under nitrogen at −78° C. DIBAL-H (1M in THF, 4.25 ml, 4.25 mmol) was added dropwise. The reaction mixture was stirred at −78° C. for 15 min, allowed to warm up to room temperature and stirred for 1 h. Crushed Na2SO4.10H2O (5 eq.) was added and the mixture left at room temperature overnight. Inorganic solid was filtered off and washed with CH2Cl2... Starting materials: C(C)O (ethanol), OC1=C(C=C(C=C1)C(CCC(=O)OCC)(C)C1=CC(=C(C=C1)O)C(C)(C)C)C(C)(C)C (ethyl 4,4-di-(4-hydroxy-3-t-butyl-phenyl)-valerate), CN1C(CC(CC1(C)C)O)(C)C (1,2,2,6,6-pentamethyl-4-hydroxy-piperidine), [NH2-].[Li+] (lithium amide). Solvent: C1(=CC(=CC(=C1)C)C)C (mesitylene). Conditions: temperature 160 celsius. Yields the product OC1=C(C=C(C=C1)C(CCC(=O)OC1CC(N(C(C1)(C)C)C)(C)C)(C)C1=CC(=C(C=C1)O)C(C)(C)C)C(C)(C)C (1,2,2,6,6-pentamethyl-piperidin-4-yl 4,4-di-(4-hydroxy-3-t-butyl-phenyl)-valerate). As a reaction SMILES: [OH:1][C:2]1[CH:7]=[CH:6][C:5]([C:8]([C:17]2[CH:22]=[CH:21][C:20]([OH:23])=[C:19]([C:24]([CH3:27])([CH3:26])[CH3:25])[CH:18]=2)([CH3:16])[CH2:9][CH2:10][C:11]([O:13][CH2:14][CH3:15])=[O:12])=[CH:4][C:3]=1[C:28]([CH3:31])([CH3:30])[CH3:29].[CH3:32][N:33]1[C:38](C)([CH3:39])[CH2:37]C(O)[CH2:35][C:34]1([CH3:43])[CH3:42].[NH2-].[Li+].C(O)C>C1(C)C=C(C)C=C(C)C=1>[OH:1][C:2]1[CH:7]=[CH:6][C:5]([C:8]([C:17]2[CH:22]=[CH:21][C:20]([OH:23])=[C:19]([C:24]([CH3:27])([CH3:26])[CH3:25])[CH:18]=2)([CH3:16])[CH2:9][CH2:10][C:11]([O:13][CH:14]2[CH2:35][C:34]([CH3:43])([CH3:42])[N:33]([CH3:32])[C:38]([CH3:39])([CH3:37])[CH2:15]2)=[O:12])=[CH:4][C:3]=1[C:28]([CH3:30])([CH3:29])[CH3:31] |f:2.3|. Procedure details: 42.7 g of ethyl 4,4-di-(4-hydroxy-3-t-butyl-phenyl)-valerate and 17.1 g of 1,2,2,6,6-pentamethyl-4-hydroxy-piperidine in 120 ml of mesitylene, with the addition of 100 mg of lithium amide as the catalyst, are heated to 160° C. in a nitrogen atmosphere for 5 hours, whilst stirring. During this time, the ethanol formed distils off in the stream of nitrogen and can be measured in a cold trap. After cooling, 100 ml of toluene are added to the batch and the solution is washed with water, dried with c...